This data is from the Open Reaction Database (ORD), a public repository of structured organic reaction records. The task is: describe an organic reaction: reactants, conditions, products, and yield Starting materials: C(C1=CC=CC=C1)N1N=NC(=C1)C=1SC(=C(N1)C)C(=O)O (2-(1-benzyl-1H-1,2,3-triazol-4-yl)-4-methylthiazole-5-carboxylic acid), CC=1N=C(SC1C(=O)O)C=1N=NN(C1)CC1=CC=C(C=C1)C(F)(F)F (4-methyl-2-(1-(4-(trifluoromethyl)benzyl)-1H-1,2,3-triazol-4-yl)thiazole-5-carboxylic acid), N1=CC(=CC=C1)CN (pyridin-3-ylmethanamine). The product is CC=1N=C(SC1C(=O)NCC=1C=NC=CC1)C=1N=NN(C1)CC1=CC=C(C=C1)C(F)(F)F (4-methyl-N-(pyridin-3-ylmethyl)-2-(1-(4-(trifluoromethyl)benzyl)-1H-1,2,3-triazol-4-yl)thiazole-5-carboxamide). Yield: 65.0%. As a reaction SMILES: C([N:8]1[CH:12]=[C:11]([C:13]2S[C:15]([C:19](O)=O)=[C:16](C)[N:17]=2)N=N1)C1C=CC=CC=1.[CH3:22][C:23]1[N:24]=[C:25]([C:31]2[N:32]=[N:33][N:34]([CH2:36][C:37]3[CH:42]=[CH:41][C:40]([C:43]([F:46])([F:45])[F:44])=[CH:39][CH:38]=3)[CH:35]=2)[S:26][C:27]=1[C:28](O)=[O:29].N1C=CC=C(CN)C=1>>[CH3:22][C:23]1[N:24]=[C:25]([C:31]2[N:32]=[N:33][N:34]([CH2:36][C:37]3[CH:38]=[CH:39][C:40]([C:43]([F:44])([F:46])[F:45])=[CH:41][CH:42]=3)[CH:35]=2)[S:26][C:27]=1[C:28]([NH:8][CH2:12][C:11]1[CH:13]=[N:17][CH:16]=[CH:15][CH:19]=1)=[O:29]. Procedure details: Following the procedure as described in Example 4, making variations as necessary to replace 2-(1-benzyl-1H-1,2,3-triazol-4-yl)-4-methylthiazole-5-carboxylic acid with 4-methyl-2-(1-(4-(trifluoromethyl)benzyl)-1H-1,2,3-triazol-4-yl)thiazole-5-carboxylic acid to react with pyridin-3-ylmethanamine, the title compound was obtained as a white solid in 65% yield: mp 204-205° C. (ethyl acetate/hexanes); 1H NMR (300 MHz, DMSO-d6) δ 8.94-8.83 (m, 2H), 8.52 (br s, 1H), 8.43 (br s, 1H), 7.78-7.66 (m, 3H),... Reaction SMILES: [N:1]1([CH2:7][CH2:8]O)[CH2:6][CH2:5][NH:4][CH2:3][CH2:2]1.BrCC#[N:13].C(=O)([O-])[O-].[K+].[K+].C[C:21]([CH3:23])=O>>[NH2:13][CH2:8][CH2:7][N:1]1[CH2:6][CH2:5][N:4]([CH2:21][CH3:23])[CH2:3][CH2:2]1 |f:2.3.4|. Starting materials: N1(CCNCC1)CCO (1-piperazineethanol), BrCC#N (bromoacetonitrile), C([O-])([O-])=O.[K+].[K+] (potassium carbonate), CC(=O)C (acetone). Run at time 4 hour. Reported procedure: To a solution of 1-piperazineethanol(2.28 g) in acetone(40 ml) were added bromoacetonitrile(2.40 g) and potassium carbonate(5.53 g) and then the mixture was stirred at room temperature for 4 hours. After the reaction, the reaction mixture was washed with saturated brine and water successively, dried over sodium sulfate anhydride, and concentrated under a vacuum. To the residue dissolved in methanol(60 ml) were added cobalt chloride(9.50 g) and sodium borohydride(7.60 g), and then the mixture was... The yield is 41.0%. Product: NCCN1CCN(CC1)CC (4-(2-aminoethyl)-1-ethylpiperazine). Reactants: Cl (HCl), N(N)C1=NC=C(C(=O)NCC2CCOCC2)C=C1 (6-hydrazinyl-N-((tetrahydro-2H-pyran-4-yl)methyl)nicotinamide), C([O-])([O-])=O.[K+].[K+] (potassium carbonate), C(C)OC=C(C(=O)OCC)C(=O)OCC (diethyl 2-(ethoxymethylene)malonate). Run in O (water). Run at temperature 100 celsius, time 14 hour. Product: OC1=C(C=NN1C1=NC=C(C=C1)C(NCC1CCOCC1)=O)C(=O)OCC (ethyl 5-hydroxy-1-(5-(((tetrahydro-2H-pyran-4-yl)methyl)carbamoyl)pyridin-2-yl)-1H-pyrazole-4-carboxylate). Isolated yield 74.4%. RXN SMILES: [NH:1]([C:3]1[CH:18]=[CH:17][C:6]([C:7]([NH:9][CH2:10][CH:11]2[CH2:16][CH2:15][O:14][CH2:13][CH2:12]2)=[O:8])=[CH:5][N:4]=1)[NH2:2].C(=O)([O-])[O-].[K+].[K+].C([O:27][CH:28]=[C:29]([C:35](OCC)=O)[C:30]([O:32][CH2:33][CH3:34])=[O:31])C.Cl>O>[OH:27][C:28]1[N:1]([C:3]2[CH:18]=[CH:17][C:6]([C:7](=[O:8])[NH:9][CH2:10][CH:11]3[CH2:16][CH2:15][O:14][CH2:13][CH2:12]3)=[CH:5][N:4]=2)[N:2]=[CH:35][C:29]=1[C:30]([O:32][CH2:33][CH3:34])=[O:31] |f:1.2.3|. Procedure: Combined 6-hydrazinyl-N-((tetrahydro-2H-pyran-4-yl)methyl)nicotinamide (1.0 g, 4.00 mmol) and potassium carbonate (2.209 g, 15.98 mmol) in water (25 mL) and added diethyl 2-(ethoxymethylene)malonate (0.807 mL, 4.00 mmol) at 23° C. The reaction mixture was stirred at 100° C. for 14 hours, then 3N HCl (10 mL, 7.5 eq) was added to give a tan suspension. The solid was filtered, rinsed with water (3×5 mL), and dried in vacuo to give the title compound (1.114 g, 74.5% yield) as a yellow solid. 1H NMR ... Starting materials: O=C=Nc1ccc2c(c1)OCO2, CC#N, CN(C)CCN1C(=O)c2cccc3cc4c(N)cccc4c(c23)C1=O. The product is CN(C)CCN1C(=O)c2cccc3cc4c(NC(=O)Nc5ccc6c(c5)OCO6)cccc4c(c23)C1=O. As a reaction SMILES: [CH2:26]1[O:27][c:28]2[cH:29][c:30]([N:35]=[C:36]=[O:37])[cH:31][cH:32][c:33]2[O:34]1.[CH3:38][C:39]#[N:40].[NH2:1][c:2]1[cH:3][cH:4][cH:5][c:6]2[c:7]1[cH:8][c:9]1[c:10]3[c:11]([cH:23][cH:24][cH:25]1)[C:12](=[O:22])[N:13]([CH2:17][CH2:18][N:19]([CH3:20])[CH3:21])[C:14](=[O:16])[c:15]23>>[NH:1]([c:2]1[cH:3][cH:4][cH:5][c:6]2[c:7]1[cH:8][c:9]1[c:10]3[c:11]([cH:23][cH:24][cH:25]1)[C:12](=[O:22])[N:13]([CH2:17][CH2:18][N:19]([CH3:20])[CH3:21])[C:14](=[O:16])[c:15]23)[C:36]([NH:35][c:30]1[cH:29][c:28]2[c:33]([cH:32][cH:31]1)[O:34][CH2:26][O:27]2)=[O:37]. The reactants are C(C)(C)(C)[Si](OCCN1N=C(C=C1C)C=1C=CC(=C(C1)N)C)(C)C (5-{1-[2-(tert-Butyl-dimethyl-silanyloxy)-ethyl]-5-methyl-1H-pyrazol-3-yl}-2-methyl-phenylamine), NN (hydrazine), NNC(=O)N (semicarbazide), C(=O)(Cl)Cl (phosgene). Yields the product NNC(=O)N.C(C)(C)(C)[Si](OCCN1N=C(C=C1C)C=1C=CC(=C(C1)N)C)(C)C (5-{1-[2-(tert-Butyl-dimethyl-silanyloxy)-ethyl]-5-methyl-1H-pyrazol-3-yl}-2-methyl-phenylamine Semicarbazide). As a reaction SMILES: [C:1]([Si:5]([CH3:24])([CH3:23])[O:6][CH2:7][CH2:8][N:9]1[C:13]([CH3:14])=[CH:12][C:11]([C:15]2[CH:16]=[CH:17][C:18]([CH3:22])=[C:19]([NH2:21])[CH:20]=2)=[N:10]1)([CH3:4])([CH3:3])[CH3:2].[NH2:25][NH:26][C:27]([NH2:29])=[O:28].C(Cl)(Cl)=O.NN>>[NH2:25][NH:26][C:27]([NH2:29])=[O:28].[C:1]([Si:5]([CH3:24])([CH3:23])[O:6][CH2:7][CH2:8][N:9]1[C:13]([CH3:14])=[CH:12][C:11]([C:15]2[CH:16]=[CH:17][C:18]([CH3:22])=[C:19]([NH2:21])[CH:20]=2)=[N:10]1)([CH3:3])([CH3:2])[CH3:4] |f:4.5|. Procedure details: 5-{1-[2-(tert-Butyl-dimethyl-silanyloxy)-ethyl]-5-methyl-1H-pyrazol-3-yl}-2-methyl-phenylamine was converted to the corresponding semicarbazide by treatment with phosgene followed by hydrazine, as described above in step 4 of preparation 7. Reactants: ClCCl, C(=NC1CCCCC1)=NC1CCCCC1, O=[N+]([O-])c1ccc(S)cc1, O=C(O)CCC(=O)N1CCC(N2CCCCC2)CC1. Product: O=C(CCC(=O)N1CCC(N2CCCCC2)CC1)Sc1ccc([N+](=O)[O-])cc1. RXN SMILES: [CH2:45]([Cl:46])[Cl:47].[CH:20]1([N:21]=[C:22]=[N:23][CH:24]2[CH2:25][CH2:26][CH2:27][CH2:28][CH2:29]2)[CH2:30][CH2:31][CH2:32][CH2:33][CH2:34]1.[N+:35](=[O:36])([O-:37])[c:38]1[cH:39][cH:40][c:41]([SH:44])[cH:42][cH:43]1.[N:1]1([CH:7]2[CH2:8][CH2:9][N:10]([C:13](=[O:14])[CH2:15][CH2:16][C:17](=[O:18])[OH:19])[CH2:11][CH2:12]2)[CH2:2][CH2:3][CH2:4][CH2:5][CH2:6]1>>[N:1]1([CH:7]2[CH2:8][CH2:9][N:10]([C:13](=[O:14])[CH2:15][CH2:16][C:17](=[O:19])[S:44][c:41]3[cH:40][cH:39][c:38]([N+:35](=[O:36])[O-:37])[cH:43][cH:42]3)[CH2:11][CH2:12]2)[CH2:2][CH2:3][CH2:4][CH2:5][CH2:6]1. Starting materials: CCOC(=O)c1nc(C)ccc1Nc1cncnc1, C[Al](C)C, Nc1ccn(-c2ccc(F)cc2)n1, C1COCCO1, O. Yields the product Cc1ccc(Nc2cncnc2)c(C(=O)Nc2ccn(-c3ccc(F)cc3)n2)n1. RXN SMILES: [CH2:18]([O:20][C:21](=[O:19])[c:23]1[n:24][c:25]([CH3:36])[cH:26][cH:27][c:28]1[NH:29][c:30]1[cH:31][n:32][cH:33][n:34][cH:35]1)[CH3:22].[CH3:14][Al:15]([CH3:16])[CH3:17].[F:1][c:2]1[cH:3][cH:4][c:5](-[n:8]2[n:9][c:10]([NH2:13])[cH:11][cH:12]2)[cH:6][cH:7]1.[O:38]1[CH2:39][CH2:40][O:41][CH2:42][CH2:43]1.[OH2:37]>>[F:1][c:2]1[cH:3][cH:4][c:5](-[n:8]2[n:9][c:10]([NH:13][C:21](=[O:20])[c:23]3[n:24][c:25]([CH3:36])[cH:26][cH:27][c:28]3[NH:29][c:30]3[cH:31][n:32][cH:33][n:34][cH:35]3)[cH:11][cH:12]2)[cH:6][cH:7]1.